This data is from the Open Reaction Database (ORD), a public repository of structured organic reaction records. The task is: describe an organic reaction: reactants, conditions, products, and yield The reactants are ClC1=CC(=C(OC2=CC=C(C(=O)Cl)C=C2)C=C1)[N+](=O)[O-] (4-(4-chloro-2-nitrophenoxy)benzoyl chloride), C(C)NCC (diethylamine). Solvent: C(Cl)Cl (CH2Cl2), C(Cl)Cl (CH2Cl2). Run at time 12 hour. The product is ClC1=CC(=C(OC2=CC=C(C(=O)N(CC)CC)C=C2)C=C1)[N+](=O)[O-] (4-(4-chloro-2-nitrophenoxy)-N,N-diethylbenzamide). As a reaction SMILES: [Cl:1][C:2]1[CH:17]=[CH:16][C:5]([O:6][C:7]2[CH:15]=[CH:14][C:10]([C:11](Cl)=[O:12])=[CH:9][CH:8]=2)=[C:4]([N+:18]([O-:20])=[O:19])[CH:3]=1.[CH2:21]([NH:23][CH2:24][CH3:25])[CH3:22]>C(Cl)Cl>[Cl:1][C:2]1[CH:17]=[CH:16][C:5]([O:6][C:7]2[CH:15]=[CH:14][C:10]([C:11]([N:23]([CH2:24][CH3:25])[CH2:21][CH3:22])=[O:12])=[CH:9][CH:8]=2)=[C:4]([N+:18]([O-:20])=[O:19])[CH:3]=1. Reported procedure: The compound from Example 126c (1.0 g, 3.2 mmol) in CH2Cl2 was added to a mixture of diethylamine (469 mg, 6.41 mmol) in CH2Cl2. Mixture was stirred for 12 hours. Mixture was concentrated under vacuum giving the title compound, which was purified by silica gel column chromatography eluting with 50% EtOAc/hexane giving a yellow oil (1.1 g, 100%). Starting materials: FC1=C(C=CC(=C1)F)C=1C2=C(NN1)SC(=C2)C(=O)OCC (ethyl 3-(2,4-difluorophenyl)-1H-thieno[2,3-c]pyrazole-5-carboxylate), C([O-])([O-])=O.[K+].[K+] (potassium carbonate), C[C@H]1[C@@H](O1)C (trans-dimethyloxirane). Solvent: CN(C=O)C (N,N-dimethylformamide). Run at temperature 100 celsius, time 18 hour. The product is FC1=C(C=CC(=C1)F)C=1C2=C(N(N1)C(C)C(C)O)SC(=C2)C(=O)OCC (Ethyl 3-(2,4-difluorophenyl)-1-(3-hydroxybutan-2-yl)-1H-thieno[2,3-c]pyrazole-5-carboxylate). Isolated yield 18.1%. RXN SMILES: [F:1][C:2]1[CH:7]=[C:6]([F:8])[CH:5]=[CH:4][C:3]=1[C:9]1[C:10]2[CH:16]=[C:15]([C:17]([O:19][CH2:20][CH3:21])=[O:18])[S:14][C:11]=2[NH:12][N:13]=1.C(=O)([O-])[O-].[K+].[K+].[CH3:28][C@@H:29]1[O:31][C@H:30]1[CH3:32]>CN(C)C=O>[F:1][C:2]1[CH:7]=[C:6]([F:8])[CH:5]=[CH:4][C:3]=1[C:9]1[C:10]2[CH:16]=[C:15]([C:17]([O:19][CH2:20][CH3:21])=[O:18])[S:14][C:11]=2[N:12]([CH:29]([CH:30]([OH:31])[CH3:32])[CH3:28])[N:13]=1 |f:1.2.3|. Procedure: To a solution of ethyl 3-(2,4-difluorophenyl)-1H-thieno[2,3-c]pyrazole-5-carboxylate (200 mg, 0,649 mmol) and potassium carbonate (448 mg, 3.24 mmol) in N,N-dimethylformamide (6.5 mL) was added trans-dimethyloxirane (140 mg, 1.95 mmol). The reaction mixture was stirred at 100° C. for 18 hr. The mixture was cooled to ambient temperature. Purification by reverse phase HPLC (C-18, 95% water/acetonitrile→5% water/acetonitrile with 0.05% ammonium hydroxide) gave the title compound (134 mg). LC-MS [M+... The reactants are FC(C(=C(F)F)F)(F)F (Hexafluoropropene), 55, C(F)(F)(F)C(F)(F)COC(F)(F)C(F)C(F)(F)F (CF3CF2CH2OCF2CFHCF3), FCC(C(O)(F)F)(F)F (pentafluoropropanol), FCC(C(O)(F)F)(F)F (pentafluoropropanol), C(F)(F)(C(F)(F)F)C(O)OCC(F)(F)C(F)(F)F (C2F5CH(OH)OCH2C2F5), C([O-])([O-])=O.[K+].[K+] (potassium carbonate), olefin. Solvent: O (water), C(C)#N (acetonitrile). Conditions: temperature 40 celsius. Yields the product C(F)(F)(C(F)(F)F)C(OCC(F)(F)C(F)(F)F)OC(F)(F)C(F)C(F)(F)F (C2F5CH(OCH2C2F5)OCF2CFHCF3). Reaction SMILES: FCC(F)(F)C(F)(F)O.[C:10]([CH:17]([O:19][CH2:20][C:21]([C:24]([F:27])([F:26])[F:25])([F:23])[F:22])[OH:18])([C:13]([F:16])([F:15])[F:14])([F:12])[F:11].C(=O)([O-])[O-].[K+].[K+].[F:34][C:35]([F:42])([F:41])[C:36]([F:40])=[C:37]([F:39])[F:38].C(C(COC(C(C(F)(F)F)F)(F)F)(F)F)(F)(F)F>O.C(#N)C>[C:10]([CH:17]([O:18][C:37]([CH:36]([C:35]([F:42])([F:41])[F:34])[F:40])([F:39])[F:38])[O:19][CH2:20][C:21]([C:24]([F:25])([F:26])[F:27])([F:22])[F:23])([C:13]([F:16])([F:15])[F:14])([F:12])[F:11] |f:2.3.4|. Reported procedure: The entire contents of the pentafluoropropanol solution (containing the desired C2F5CH(OH)OCH2C2F5) were placed in a 600 mL Parr reaction vessel along with acetonitrile (167 g) and powdered potassium carbonate (2.9 g). The reactor was sealed, evacuated and heated to 40° C. Hexafluoropropene (64.8 g, 0.43 mole) was added in portions over about two hours and the reactor then held at temperature overnight. The reaction mixture was worked up by pouring into water and washing the resulting lower phas... RXN SMILES: S(=O)(O)[O-].[Na+].[NH:6]([C:10]1[CH:15]=[C:14](S(O)=O)[CH:13]=[CH:12][C:11]=1[O:19][CH2:20][CH2:21][O:22][C:23]1[CH:28]=[CH:27][C:26](S(O)=O)=[CH:25][C:24]=1[NH:32]C(C)=O)C(C)=O.[CH2:36]1[O:38][CH2:37]1.N(C1C=C(S(CCO)(=O)=O)C=CC=1OCCOC1C=CC(S(CCO)(=O)=O)=CC=1NC(C)=O)[C:40]([CH3:42])=[O:41].S(=O)(=O)(O)O>>[NH2:32][C:24]1[CH:25]=[C:26]([CH2:42][CH2:40][OH:41])[CH:27]=[CH:28][C:23]=1[O:22][CH2:21][CH2:20][O:19][C:11]1[CH:12]=[CH:13][C:14]([CH2:37][CH2:36][OH:38])=[CH:15][C:10]=1[NH2:6] |f:0.1|. Reported procedure: 328.4 parts of ethylene glycol bis-(2-acetaminophenyl)ether are reacted in accordance with Example 1 with 1,100 parts of chlorosulfonic acid and 250 parts of thionyl chloride to give ethylene glycol bis-(2-acetamino-4-chlorosulfonylphenyl)ether. After its isolation, this compound is reduced in the method described in Example 1 by means of 572 parts of 40% strength aqueous sodium bisulfite to ethylene glycol bis-(2-acetamino-4-sulfinophenyl)ether and, analogously to the method in Example 1, the r... Yields the product NC1=C(C=CC(=C1)CCO)OCCOC1=C(C=C(C=C1)CCO)N (ethylene glycol bis-(2-amino-4-β-hydroxyethylphenyl)ether). Reactants: 572, 540, sulfinic acid, crude product, S(O)(O)(=O)=O (sulfuric acid), N(C(=O)C)C1=C(C=CC(=C1)S(=O)(=O)CCO)OCCOC1=C(C=C(C=C1)S(=O)(=O)CCO)NC(=O)C (ethylene glycol bis-(2-acetamino-4-hydroxyethylsulfonylphenyl)ether), S([O-])(O)=O.[Na+] (sodium bisulfite), N(C(=O)C)C1=C(C=CC(=C1)S(=O)O)OCCOC1=C(C=C(C=C1)S(=O)O)NC(=O)C (ethylene glycol bis-(2-acetamino-4-sulfinophenyl)ether), C1CO1 (ethylene oxide). The reactants are OC1=CC(OC2=C3C(=CC=C12)C=CC=C3)=O (4-Hydroxy-benzo[h]chromen-2-one), C(C)C1=C2C=CC=C(C2=CC=C1)O (5-Ethyl-1-naphthol). Product: OC1=CC(OC2=C3C(=CC=C12)C(=CC=C3)CC)=O (4-Hydroxy-7-ethyl-benzo[h]chromen-2-one). Yield: 25.0%. As a reaction SMILES: [OH:1][C:2]1[C:11]2[C:6](=[C:7]3[CH:15]=[CH:14][CH:13]=[CH:12][C:8]3=[CH:9][CH:10]=2)[O:5][C:4](=[O:16])[CH:3]=1.[CH2:17](C1C=CC=C2C=1C=CC=C2O)[CH3:18]>>[OH:1][C:2]1[C:11]2[C:6](=[C:7]3[CH:15]=[CH:14][CH:13]=[C:12]([CH2:17][CH3:18])[C:8]3=[CH:9][CH:10]=2)[O:5][C:4](=[O:16])[CH:3]=1. Procedure details: The procedure was identical to that used for the preparation of 10a: 25% yield (starting with 5-ethyl-1-naphthol 9c); 1H NMR (DMSO) δ 1.31 (3H, t, J=7.2 Hz, CH3CH2—), 3.12 (2H, q, J=7.2 Hz, CH3CH2—), 5.69 (1H, s, H-3), 7.61 (2H, m, H-8, 9), 7.85 (1H, d, J=8.7 Hz, H-5), 7.99 (1H, d, J=8.7 Hz, H-6), 8.25 (1H, d, J=7.8 Hz, H-10). Reactants: CC[SiH](CC)CC, COC(=O)c1ccc(OC)c(OC)c1OCC(=O)OC(C)(C)C, ClCCl, O=C(O)C(F)(F)F. Yields the product COC(=O)c1ccc(OC)c(OC)c1OCC(=O)O. RXN SMILES: [CH2:24]([SiH:25]([CH2:26][CH3:27])[CH2:28][CH3:29])[CH3:30].[CH3:1][O:2][C:3]([c:4]1[c:5]([O:14][CH2:15][C:16](=[O:17])[O:18][C:19]([CH3:20])([CH3:21])[CH3:22])[c:6]([O:12][CH3:13])[c:7]([O:10][CH3:11])[cH:8][cH:9]1)=[O:23].[Cl:38][CH2:39][Cl:40].[F:31][C:32]([F:33])([F:34])[C:35]([OH:36])=[O:37]>>[CH3:1][O:2][C:3]([c:4]1[c:5]([O:14][CH2:15][C:16](=[O:17])[OH:18])[c:6]([O:12][CH3:13])[c:7]([O:10][CH3:11])[cH:8][cH:9]1)=[O:23]. Reaction SMILES: [NH2:1][C:2]1[C:34]([Cl:35])=[CH:33][C:5]([C:6]([NH:8][CH2:9][CH:10]2[CH2:15][CH2:14][N:13]([CH2:16][CH2:17][CH2:18][CH2:19][CH2:20][CH2:21][N:22]3C(=O)C4C(=CC=CC=4)C3=O)[CH2:12][CH2:11]2)=[O:7])=[C:4]([O:36][CH3:37])[CH:3]=1.O.NN>>[NH2:1][C:2]1[C:34]([Cl:35])=[CH:33][C:5]([C:6]([NH:8][CH2:9][CH:10]2[CH2:11][CH2:12][N:13]([CH2:16][CH2:17][CH2:18][CH2:19][CH2:20][CH2:21][NH2:22])[CH2:14][CH2:15]2)=[O:7])=[C:4]([O:36][CH3:37])[CH:3]=1 |f:1.2|. Isolated yield 112.7%. Procedure: 4-Amino-5-chloro-N-(1-(6-(2,3-dihydro-1,3-dioxo-1 H-isoindol-2-yl)hexyl)piperidin-4-ylmethyl)-2-methoxybenzamide (15.9 g) as starting compound and hydrazine monohydrate (2.2 ml) were reacted and treated in the same manner as in Example 117 to give 13.5 g of 4-amino-N-(1-(6-aminohexyl)piperidin-4-ylmethyl)-5-chloro-2-methoxybenzamide. The product is NC1=CC(=C(C(=O)NCC2CCN(CC2)CCCCCCN)C=C1Cl)OC (4-amino-N-(1-(6-aminohexyl)piperidin-4-ylmethyl)-5-chloro-2-methoxybenzamide). Reactants: NC1=CC(=C(C(=O)NCC2CCN(CC2)CCCCCCN2C(C3=CC=CC=C3C2=O)=O)C=C1Cl)OC (4-Amino-5-chloro-N-(1-(6-(2,3-dihydro-1,3-dioxo-1 H-isoindol-2-yl)hexyl)piperidin-4-ylmethyl)-2-methoxybenzamide), O.NN (hydrazine monohydrate).